Dataset: the Open Reaction Database (ORD), a public repository of structured organic reaction records. Task: describe an organic reaction: reactants, conditions, products, and yield Reactants: TEA, C(C)(C)(C)OC(=O)NC1CCN(CC1)C(=O)NNC(C(=O)OC)=O (methyl [2-({4-[(tert-butoxycarbonyl)amino]piperidin-1-yl}carbonyl)hydrazino](oxo)acetate), C1(=CC=C(C=C1)S(=O)(=O)Cl)C (para-toluenesulfonyl chloride), C(C)(C)(C)OC(=O)NC1CCN(CC1)C(=O)NNC(C(=O)OC)=O (methyl [2-({4-[(tert-butoxycarbonyl)amino]piperidin-1-yl}carbonyl)hydrazino](oxo)acetate). Run in C(Cl)Cl (DCM), C(Cl)Cl (DCM). Reaction conditions: time 8 hour. Yields the product C(C)(C)(C)OC(=O)NC1CCN(CC1)C1=NN=C(O1)C(=O)OC (Methyl 5-{4-[(tert-butoxycarbonyl)amino]piperidin-1-yl}-1,3,4-oxadiazole-2-carboxylate). Isolated yield 78.2%. RXN SMILES: C1(C)C=CC(S(Cl)(=O)=O)=CC=1.[C:12]([O:16][C:17]([NH:19][CH:20]1[CH2:25][CH2:24][N:23]([C:26]([NH:28][NH:29][C:30](=[O:35])[C:31]([O:33][CH3:34])=[O:32])=O)[CH2:22][CH2:21]1)=[O:18])([CH3:15])([CH3:14])[CH3:13]>C(Cl)Cl>[C:12]([O:16][C:17]([NH:19][CH:20]1[CH2:21][CH2:22][N:23]([C:26]2[O:35][C:30]([C:31]([O:33][CH3:34])=[O:32])=[N:29][N:28]=2)[CH2:24][CH2:25]1)=[O:18])([CH3:13])([CH3:14])[CH3:15]. Procedure details: TEA (0.20 ml, 1.34 mmol), para-toluenesulfonyl chloride (255 mg, 1.34 mmol), methyl [2-({4-[(tert-butoxycarbonyl)amino]piperidin-1-yl}carbonyl)hydrazino](oxo)acetate (Intermediate 157) (460 mg, 1.34 mmol) and DCM (8 ml) were combined and stirred overnight. The mixture was diluted with DCM (150 ml) and washed with water (10 ml). The organic phase was separated, dried over sodium sulfate, filtered and concentrated. The crude residue was purified by flash column chromatography (DCM/acetone, 8:1 rat... The reactants are CC(C)Cc1cc(-c2cc(C=O)ccc2OC(F)(F)F)c2c(c1)C(C)(C)CO2, C1CCNCC1, Cc1ccccc1, CCOC(C)=O, CC(=O)O, O=C1CSC(=O)N1. The product is CC(C)Cc1cc(-c2cc(C=C3SC(=O)NC3=O)ccc2OC(F)(F)F)c2c(c1)C(C)(C)CO2. As a reaction SMILES: [CH2:14]([CH:15]([CH3:16])[CH3:17])[c:18]1[cH:19][c:20](-[c:29]2[cH:30][c:31]([CH:32]=[O:33])[cH:34][cH:35][c:36]2[O:37][C:38]([F:39])([F:40])[F:41])[c:21]2[c:22]([cH:28]1)[C:23]([CH3:26])([CH3:27])[CH2:24][O:25]2.[CH2:8]1[CH2:9][CH2:10][NH:11][CH2:12][CH2:13]1.[CH3:1][c:2]1[cH:3][cH:4][cH:5][cH:6][cH:7]1.[CH3:49][CH2:50][O:51][C:52](=[O:53])[CH3:54].[CH3:55][C:56](=[O:57])[OH:58].[S:42]1[C:43](=[O:48])[NH:44][C:45](=[O:47])[CH2:46]1>>[CH2:14]([CH:15]([CH3:16])[CH3:17])[c:18]1[cH:19][c:20](-[c:29]2[cH:30][c:31]([CH:32]=[C:46]3[S:42][C:43](=[O:48])[NH:44][C:45]3=[O:47])[cH:34][cH:35][c:36]2[O:37][C:38]([F:39])([F:40])[F:41])[c:21]2[c:22]([cH:28]1)[C:23]([CH3:26])([CH3:27])[CH2:24][O:25]2. Starting materials: CCO, CCOC(=O)c1cnc(N(Cc2cc(C(F)(F)F)cc(C(F)(F)F)c2)Cc2cc(C(F)(F)F)ccc2-c2cc(C(C)C)ccc2OC)nc1, [Na+], C1CCOC1, [OH-]. Product: COc1ccc(C(C)C)cc1-c1ccc(C(F)(F)F)cc1CN(Cc1cc(C(F)(F)F)cc(C(F)(F)F)c1)c1ncc(C(=O)O)cn1. Reaction SMILES: [CH3:52][CH2:53][OH:54].[F:1][C:2]([c:3]1[cH:4][c:5]([CH2:6][N:7]([c:8]2[n:9][cH:10][c:11]([C:14](=[O:15])[O:16][CH2:17][CH3:18])[cH:12][n:13]2)[CH2:19][c:20]2[c:21](-[c:30]3[c:31]([O:39][CH3:40])[cH:32][cH:33][c:34]([CH:36]([CH3:37])[CH3:38])[cH:35]3)[cH:22][cH:23][c:24]([C:26]([F:27])([F:28])[F:29])[cH:25]2)[cH:41][c:42]([C:44]([F:45])([F:46])[F:47])[cH:43]1)([F:48])[F:49].[Na+:51].[O:55]1[CH2:56][CH2:57][CH2:58][CH2:59]1.[OH-:50]>>[F:1][C:2]([c:3]1[cH:4][c:5]([CH2:6][N:7]([c:8]2[n:9][cH:10][c:11]([C:14](=[O:15])[OH:16])[cH:12][n:13]2)[CH2:19][c:20]2[c:21](-[c:30]3[c:31]([O:39][CH3:40])[cH:32][cH:33][c:34]([CH:36]([CH3:37])[CH3:38])[cH:35]3)[cH:22][cH:23][c:24]([C:26]([F:27])([F:28])[F:29])[cH:25]2)[cH:41][c:42]([C:44]([F:45])([F:46])[F:47])[cH:43]1)([F:48])[F:49]. Starting materials: BrC=C(C(CCCCC)OC1OCCCC1)Br (1,2-dibromo-3(RS)-(tetrahydropyran-2-yl)oxy-1-octene), N12CCCN=C2CCC1 (1,5-diazabicyclo[4.3.0]non-5-ene), CS(=O)C (dimethyl sulfoxide). Run in O (water). Product: Br\C=C\C(CCCCC)OC1OCCCC1 (1-bromo-3(RS)-(tetrahydropyran-2-yl)oxy-trans-1-octene). As a reaction SMILES: [Br:1][CH:2]=[C:3](Br)[CH:4]([O:10][CH:11]1[CH2:16][CH2:15][CH2:14][CH2:13][O:12]1)[CH2:5][CH2:6][CH2:7][CH2:8][CH3:9].N12CCCC1=NCCC2.CS(C)=O>O>[Br:1]/[CH:2]=[CH:3]/[CH:4]([O:10][CH:11]1[CH2:16][CH2:15][CH2:14][CH2:13][O:12]1)[CH2:5][CH2:6][CH2:7][CH2:8][CH3:9]. Reported procedure: A mixture of 3.7 parts of 1,2-dibromo-3(RS)-(tetrahydropyran-2-yl)oxy-1-octene, 1.25 parts of 1,5-diazabicyclo[4.3.0]non-5-ene and 25 parts by volume of dimethyl sulfoxide is warmed at 80° for 1 hour, then cooled, diluted with water and extracted with ether. The ethereal extract is washed with water, dried over anhydrous sodium sulfate and stripped of solvent. The material which remains is chromatographed on silica gel to yield 1-bromo-3(RS)-(tetrahydropyran-2-yl)oxy-trans-1-octene, which is emp... Starting materials: NC1=NC(=NC=C1F)O (4-amino-5-fluoropyrimidin-2-ol), CC#N (CH3CN), CN(C(=S)Cl)C1=CC=CC=C1 (methyl(phenyl)carbamothioic chloride). Run in C(Cl)Cl (CH2Cl2). Run at temperature 65 celsius, time 90 minute. The product is NC1=NC(N(C=C1F)C(N(C1=CC=CC=C1)C)=S)=O (4-amino-5-fluoro-N-methyl-2-oxo-N-phenylpyrimidine-1(2H)-carbothioamide). Isolated yield 37.1%. RXN SMILES: [NH2:1][C:2]1[C:7]([F:8])=[CH:6][N:5]=[C:4]([OH:9])[N:3]=1.CC#N.[CH3:13][N:14]([C:18]1[CH:23]=[CH:22][CH:21]=[CH:20][CH:19]=1)[C:15](Cl)=[S:16]>C(Cl)Cl>[NH2:1][C:2]1[C:7]([F:8])=[CH:6][N:5]([C:15](=[S:16])[N:14]([CH3:13])[C:18]2[CH:23]=[CH:22][CH:21]=[CH:20][CH:19]=2)[C:4](=[O:9])[N:3]=1. Reported procedure: A 25 mL screw-top vial was charged with 4-amino-5-fluoropyrimidin-2-ol (100.1 mg, 0.775 mmol), CH3CN (3 mL) and BSA (0.284 mL, 1.162 mmol). The resulting mixture was then agitated on a rotary shaker at 65° C. for 90 min. After cooling to room temperature, methyl(phenyl)carbamothioic chloride (157.6 mg, 0.849 mmol) was added, and the reaction mixture was agitated on a rotary shaker at 65° C. for 16 h. After cooling to room temperature, the reaction mixture was diluted with CH2Cl2 (100 mL) and was... The reactants are [H][H] (hydrogen), CCO.CC(C)O (EtOH IPA), CN1CCC(CC1)CCCN(C(=N)NC(=O)OCC1=CC=CC=C1)C(=O)OCC1=CC=CC=C1 (N-[3-(1-methylpiperidin-4-yl)-propyl]-N,N′-di-Cbz-guanidine), resultant solution. Reagents/catalysts: [Pd] (Pd/C). Run in O (water). Conditions: time 1.5 hour. Yields the product CN1CCC(CC1)CCCNC(=N)N (N-[3-(N-methyl-4-piperidinyl)-1-propyl]guanidine). RXN SMILES: CCO.CC(O)C.[CH3:8][N:9]1[CH2:14][CH2:13][CH:12]([CH2:15][CH2:16][CH2:17][N:18](C(OCC2C=CC=CC=2)=O)[C:19]([NH:21]C(OCC2C=CC=CC=2)=O)=[NH:20])[CH2:11][CH2:10]1.[H][H]>[Pd].O>[CH3:8][N:9]1[CH2:10][CH2:11][CH:12]([CH2:15][CH2:16][CH2:17][NH:18][C:19]([NH2:21])=[NH:20])[CH2:13][CH2:14]1 |f:0.1|. Procedure: A 13 gal (50 liter) Hastelloy pressure reactor equipped with a mechanical agitator, cooling/heating jacket, and addition lines was charged with a solution of 95/5 EtOH/IPA (27.00 kg) and N-[3-(1-methylpiperidin-4-yl)-propyl]-N,N′-di-Cbz-guanidine (7.28 kg, 14.97 mol). To the resultant solution, under nitrogen, was then added 10% Pd/C (50% wet, 0.50 kg). The reactor was sealed and sequentially placed under vacuum, nitrogen and vacuum to displace any air in the system. The reaction was stirred at ... Reactants: COC(=O)C=1SC(=CC1N)C(C)(C)C (3-Amino-5-tert-butyl-thiophene-2-carboxylic acid methyl ester), C(C)(=O)O.C(=N)N (formamidine acetate). Solvent: C(C)OCCO (2-ethoxyethanol). Product: C(C)(C)(C)C1=CC=2N=CN=C(C2S1)O (6-tert-Butyl-thieno[3,2-d]pyrimidin-4-ol). The yield is 99.3%. Reaction SMILES: C[O:2][C:3]([C:5]1[S:6][C:7]([C:11]([CH3:14])([CH3:13])[CH3:12])=[CH:8][C:9]=1[NH2:10])=O.C(O)(=O)C.[CH:19](N)=[NH:20]>C(OCCO)C>[C:11]([C:7]1[S:6][C:5]2[C:3]([OH:2])=[N:20][CH:19]=[N:10][C:9]=2[CH:8]=1)([CH3:14])([CH3:13])[CH3:12] |f:1.2|. Reported procedure: 3-Amino-5-tert-butyl-thiophene-2-carboxylic acid methyl ester (1.00 g, 4.69 mmol, 1 eq.), formamidine acetate (1.46 g, 4.69 mmol, 3 eq.) and 2-ethoxyethanol (10 mL) were refluxed under nitrogen for 4 hours. Purified over silica gel in 3:1 to 1:1 Hexanes/ethyl acetate to 100% ethyl acetate to obtain 970 mg of yellow solids as product. LCMS detects (M+H)+=209.